This data is from the Open Reaction Database (ORD), a public repository of structured organic reaction records. The task is: describe an organic reaction: reactants, conditions, products, and yield Starting materials: COc1ccc(C2=NN(C3CCN(c4ccc([N+](=O)[O-])cc4)CC3)C(=O)C3CC=CCC23)cc1OC, CCOCC, Cl, O, ClCc1ccncc1. Yields the product COc1ccc(C2=NN(C3CCN(Cc4ccncc4)CC3)C(=O)C3CC=CCC23)cc1OC. RXN SMILES: [CH3:10][O:11][c:12]1[cH:13][c:14]([C:20]2=[N:21][N:22]([CH:31]3[CH2:32][CH2:33][N:34]([c:37]4[cH:38][cH:39][c:40]([N+:41]([O-:42])=[O:43])[cH:44][cH:45]4)[CH2:35][CH2:36]3)[C:23](=[O:30])[CH:24]3[CH2:25][CH:26]=[CH:27][CH2:28][CH:29]23)[cH:15][cH:16][c:17]1[O:18][CH3:19].[CH3:47][CH2:48][O:49][CH2:50][CH3:51].[ClH:1].[OH2:46].[cH:2]1[cH:3][c:4]([CH2:8][Cl:9])[cH:5][cH:6][n:7]1>>[cH:2]1[cH:3][c:4]([CH2:8][N:34]2[CH2:33][CH2:32][CH:31]([N:22]3[N:21]=[C:20]([c:14]4[cH:13][c:12]([O:11][CH3:10])[c:17]([O:18][CH3:19])[cH:16][cH:15]4)[CH:29]4[CH:24]([C:23]3=[O:30])[CH2:25][CH:26]=[CH:27][CH2:28]4)[CH2:36][CH2:35]2)[cH:5][cH:6][n:7]1. Reactants: C[C@@H]1N(CCC[C@H]1NC1=NC=C(C=N1)C(F)(F)F)C(=O)OC(C)(C)C ((2S,3R)-tert-butyl 2-methyl-3-((5-(trifluoromethyl)pyrimidin-2-yl)amino)piperidine-1-carboxylate), C[C@@H]1N(CCC[C@H]1NC1=NC=C(N=C1)C(F)(F)F)C(=O)OC(C)(C)C ((2S,3R)-tert-butyl 2-methyl-3-((5-(trifluoromethyl)pyrazin-2-yl)amino)piperidine-1-carboxylate). Product: C[C@@H]1NCCC[C@H]1NC1=NC=C(N=C1)C(F)(F)F (N-((2S,3R)-2-methylpiperidin-3-yl)-5-(trifluoromethyl)pyrazin-2-amine). RXN SMILES: C[C@H]1[C@H](NC2N=CC(C(F)(F)F)=CN=2)CCCN1C(OC(C)(C)C)=O.[CH3:26][C@H:27]1[C@H:32]([NH:33][C:34]2[CH:39]=[N:38][C:37]([C:40]([F:43])([F:42])[F:41])=[CH:36][N:35]=2)[CH2:31][CH2:30][CH2:29][N:28]1C(OC(C)(C)C)=O>>[CH3:26][C@H:27]1[C@H:32]([NH:33][C:34]2[CH:39]=[N:38][C:37]([C:40]([F:43])([F:41])[F:42])=[CH:36][N:35]=2)[CH2:31][CH2:30][CH2:29][NH:28]1. Procedure details: Prepared analogous to example 69 Step B substituting the title compound of Step A example 69 with the title compound of Step A. MS (ESI) mass calcd. for C11H15F3N4, 260.2; m/z found 261 [M+H]+. Reactants: OC1=C2CNC(C2=C(C=C1)C=1N(C2=CC=C(C=C2C1)CN1CCCCC1)C(=O)OC(C)(C)C)=O (4-hydroxy-7-[1-(tert-butoxycarbonyl)-5-(piperidinomethyl)indol-2-yl]isoindolinone), CN(C(=O)Cl)C (dimethylcarbamoyl chloride). Reagents/catalysts: CN(C1=CC=NC=C1)C (4-dimethylaminopyridine). Solvent: ClCCl (dichloromethane). Product: CN(C(=O)OC1=C2CNC(C2=C(C=C1)C=1N(C2=CC=C(C=C2C1)CN1CCCCC1)C(=O)OC(C)(C)C)=O)C (4-dimethylcarbamoyloxy-7-[1-(tert-butoxycarbonyl)-5-(piperidinomethyl)indol-2-yl]isoindolinone). Yield: 99.8%. Reaction SMILES: [OH:1][C:2]1[CH:10]=[CH:9][C:8]([C:11]2[N:12]([C:27]([O:29][C:30]([CH3:33])([CH3:32])[CH3:31])=[O:28])[C:13]3[C:18]([CH:19]=2)=[CH:17][C:16]([CH2:20][N:21]2[CH2:26][CH2:25][CH2:24][CH2:23][CH2:22]2)=[CH:15][CH:14]=3)=[C:7]2[C:3]=1[CH2:4][NH:5][C:6]2=[O:34].[CH3:35][N:36]([CH3:40])[C:37](Cl)=[O:38]>ClCCl.CN(C)C1C=CN=CC=1>[CH3:35][N:36]([CH3:40])[C:37]([O:1][C:2]1[CH:10]=[CH:9][C:8]([C:11]2[N:12]([C:27]([O:29][C:30]([CH3:31])([CH3:33])[CH3:32])=[O:28])[C:13]3[C:18]([CH:19]=2)=[CH:17][C:16]([CH2:20][N:21]2[CH2:26][CH2:25][CH2:24][CH2:23][CH2:22]2)=[CH:15][CH:14]=3)=[C:7]2[C:3]=1[CH2:4][NH:5][C:6]2=[O:34])=[O:38]. Procedure: In a similar manner to Step 1 of Example 227, 4-hydroxy-7-[1-(tert-butoxycarbonyl)-5-(piperidinomethyl)indol-2-yl]isoindolinone (0.0806 g, 0.175 mmol) was dissolved in dichloromethane (2.0 mL), and the solution was treated with 4-dimethylaminopyridine (0.0850 g, 0.699 mmol) and dimethylcarbamoyl chloride (0.0640 mL, 0.699 mmol) to obtain 4-dimethylcarbamoyloxy-7-[1-(tert-butoxycarbonyl)-5-(piperidinomethyl)indol-2-yl]isoindolinone (0.0930 g, yield 99%). Reported procedure: A solution of 2,3-bis(4-fluorophenyl)quinoxaline-6-carbonitrile (150 mg, 0.44 mmol, 1.00 equiv) in N,N-dimethylformamide (10 mL), NaN3 (500 mg, 7.69 mmol, 17.59 equiv), and NH4Cl (116 mg, 2.19 mmol, 5.00 equiv) was stirred for 4 h at 100° C. in an oil bath. The reaction was then quenched by the addition of water. The resulting solution was extracted with 7×50 mL of dichloromethane and the organic layers combined and dried over anhydrous sodium sulfate. The resulting mixture was concentrated in v... Reaction SMILES: [F:1][C:2]1[CH:7]=[CH:6][C:5]([C:8]2[C:17]([C:18]3[CH:23]=[CH:22][C:21]([F:24])=[CH:20][CH:19]=3)=[N:16][C:15]3[C:10](=[CH:11][CH:12]=[C:13]([C:25]#[N:26])[CH:14]=3)[N:9]=2)=[CH:4][CH:3]=1.[N-:27]=[N+:28]=[N-:29].[Na+].[NH4+].[Cl-]>CN(C)C=O>[F:1][C:2]1[CH:3]=[CH:4][C:5]([C:8]2[C:17]([C:18]3[CH:23]=[CH:22][C:21]([F:24])=[CH:20][CH:19]=3)=[N:16][C:15]3[C:10](=[CH:11][CH:12]=[C:13]([C:25]4[NH:29][N:28]=[N:27][N:26]=4)[CH:14]=3)[N:9]=2)=[CH:6][CH:7]=1 |f:1.2,3.4|. Starting materials: FC1=CC=C(C=C1)C1=NC2=CC=C(C=C2N=C1C1=CC=C(C=C1)F)C#N (2,3-bis(4-fluorophenyl)quinoxaline-6-carbonitrile), [N-]=[N+]=[N-].[Na+] (NaN3), [NH4+].[Cl-] (NH4Cl). Yields the product FC1=CC=C(C=C1)C1=NC2=CC=C(C=C2N=C1C1=CC=C(C=C1)F)C1=NN=NN1 (2,3-Bis(4-fluorophenyl)-6-(1H-tetrazol-5-yl)quinoxaline). Run in CN(C=O)C (N,N-dimethylformamide).